The task is: describe an organic reaction: reactants, conditions, products, and yield. This data is from the Open Reaction Database (ORD), a public repository of structured organic reaction records. The reactants are ClC1OC2=C(C1(C)C)C=C(C=C2)C#N (2-Chloro-5-cyano-2,3-dihydro-3,3-dimethylbenzofuran), ice water, N1CCOCC1 (morpholine). The product is C(#N)C=1C=CC2=C(C(C(O2)N2CCOCC2)(C)C)C1 (5-Cyano-2-morpholino-2,3-dihydro-3,3-dimethylbenzofuran). As a reaction SMILES: Cl[CH:2]1[C:6]([CH3:8])([CH3:7])[C:5]2[CH:9]=[C:10]([C:13]#[N:14])[CH:11]=[CH:12][C:4]=2[O:3]1.[NH:15]1[CH2:20][CH2:19][O:18][CH2:17][CH2:16]1>>[C:13]([C:10]1[CH:11]=[CH:12][C:4]2[O:3][CH:2]([N:15]3[CH2:20][CH2:19][O:18][CH2:17][CH2:16]3)[C:6]([CH3:8])([CH3:7])[C:5]=2[CH:9]=1)#[N:14]. Reported procedure: 2-Chloro-5-cyano-2,3-dihydro-3,3-dimethylbenzofuran (4.1 g), prepared as in Example 45 was heated under reflux at about 130° C. in morpholine (20 ml) for 4 hours. Addition to ice-water, followed by extraction with diethyl ether, gave, after water washing, drying over sodium sulphate and running down, 3.3 g of crude title product. Recrystallisation from isopropanol gave 2.3 g of pure product, mp 105°-107° C. Reactants: C(C1=CC=CC=C1)OC(=O)NCC(C(=O)O)C (3-benzyloxycarbonylamino-2(R,S)-methylpropionic acid), CO (methanol). Reagents/catalysts: S(O)(O)(=O)=O (sulfuric acid). Product: COC(C(CNC(=O)OCC1=CC=CC=C1)C)=O (3-Benzyloxycarbonylamino-2(R,S)-methylpropionic acid methyl ester). As a reaction SMILES: [CH2:1]([O:8][C:9]([NH:11][CH2:12][CH:13]([CH3:17])[C:14]([OH:16])=[O:15])=[O:10])[C:2]1[CH:7]=[CH:6][CH:5]=[CH:4][CH:3]=1.[CH3:18]O>S(=O)(=O)(O)O>[CH3:18][O:15][C:14](=[O:16])[CH:13]([CH3:17])[CH2:12][NH:11][C:9]([O:8][CH2:1][C:2]1[CH:3]=[CH:4][CH:5]=[CH:6][CH:7]=1)=[O:10]. Procedure: 22.6 g of 3-benzyloxycarbonylamino-2(R,S)-methylpropionic acid are left to stand for 24 hours in 230 ml of methanol with a few drops of concentrated sulfuric acid. The reaction mixture is concentrated by evaporation and the residue is purified by FC (220 g of silica gel, dichloromethane). The title compound is obtained: Rf (dichloromethane/methanol=95:5)=0.60. Reactants: C[Si](C)(C)[N-][Si](C)(C)C.[Li+] (lithium bis(trimethylsilyl)amide), [Si](C)(C)(C(C)(C)C)OC(/C=C/C1C2CCC(C2CC1)=O)C1CCCCC1 ((E)-2-(3-tert-Butyldimethylsilyloxy-3-cyclohexylprop-1-enyl)bicyclo[3,3,0]octan-6-one), O=C(CCCC(=O)OCC)C (ethyl 5-oxohexanoate), (±)-(E)-2β-(3β-tert-butyldimethylsilyloxy-3-cyclohexylprop-1-enyl)bicyclo[3,3,0]octan-6-one, C(C)(=O)O (acetic acid). The solvent is O1CCCC1 (tetrahydrofuran), O (water), C(C)OCC (diethyl ether), O1CCCC1 (tetrahydrofuran). Run at temperature -70 celsius, time 10 minute. Product: [Si](C)(C)(C(C)(C)C)OC(/C=C/C1C2CC(C(C2CC1)=O)C(C)(CCCC(=O)OCC)O)C1CCCCC1 (6-[(E)-3-tert-butyldimethylsilyloxy-3-cyclohexylprop-1-enyl]-3-(5-ethoxycarbonyl-2-hydroxypent-2-yl)bicyclo[3,3,0]octan-2 -one). Yield: 23.8%. RXN SMILES: [Si:1]([O:8][CH:9]([CH:21]1[CH2:26][CH2:25][CH2:24][CH2:23][CH2:22]1)/[CH:10]=[CH:11]/[CH:12]1[CH2:19][CH2:18][CH:17]2[CH:13]1[CH2:14][CH2:15][C:16]2=[O:20])([C:4]([CH3:7])([CH3:6])[CH3:5])([CH3:3])[CH3:2].C[Si]([N-][Si](C)(C)C)(C)C.[Li+].[O:37]=[C:38]([CH3:47])[CH2:39][CH2:40][CH2:41][C:42]([O:44][CH2:45][CH3:46])=[O:43].C(O)(=O)C>O1CCCC1.C(OCC)C.O>[Si:1]([O:8][CH:9]([CH:21]1[CH2:26][CH2:25][CH2:24][CH2:23][CH2:22]1)/[CH:10]=[CH:11]/[CH:12]1[CH2:19][CH2:18][CH:17]2[CH:13]1[CH2:14][CH:15]([C:38]([OH:37])([CH2:39][CH2:40][CH2:41][C:42]([O:44][CH2:45][CH3:46])=[O:43])[CH3:47])[C:16]2=[O:20])([C:4]([CH3:7])([CH3:6])[CH3:5])([CH3:3])[CH3:2] |f:1.2|. Reported procedure: (E)-2-(3-tert-Butyldimethylsilyloxy-3-cyclohexylprop-1-enyl)bicyclo[3,3,0]octan-6-one, (65 mg), prepared as described in Reference Example 37 and in the form of (±)-(E)-2β-(3β-tert-butyldimethylsilyloxy-3-cyclohexylprop-1-enyl)bicyclo[3,3,0]octan-6-one was dissolved in dry tetrahydrofuran (2.63 ml). The solution was cooled to to -70° C. under an atmosphere of argon and treated with a solution of lithium bis(trimethylsilyl)amide in tetrahydrofuran (0.212 ml; 1M), and the mixture was stirred at -7... Procedure details: Commercial 2-(3-Bromo-phenyl)-[1,3]dioxolane (1.3 mL, 8.64 mmol) was dissolved in anhydrous MeOH (40 mL) and catalytic amount of H2SO4 was added. The resulting reaction mixture was stirred 4 h at rt and finally extracted with petroleum ether (3×50 mL). The combined organic phases were washed with NaHCO3 (40 mL), dried (MgSO4), filtered and concentrated under vacuum to give 22b as a colourless oil (1.76 g, 88%), whose spectroscopic data were in close agreement with literature (29). Starting materials: BrC=1C=C(C=CC1)C1OCCO1 (2-(3-Bromo-phenyl)-[1,3]dioxolane), OS(=O)(=O)O (H2SO4). Yield: 88.2%. Reaction conditions: time 4 hour. Product: BrC1=CC(=CC=C1)C(OC)OC (1-Bromo-3-dimethoxymethyl-benzene). RXN SMILES: [Br:1][C:2]1[CH:3]=[C:4]([CH:8]2[O:12][CH2:11][CH2:10][O:9]2)[CH:5]=[CH:6][CH:7]=1.OS(O)(=O)=O>CO>[Br:1][C:2]1[CH:7]=[CH:6][CH:5]=[C:4]([CH:8]([O:9][CH3:10])[O:12][CH3:11])[CH:3]=1. The solvent is CO (MeOH). Reactants: C(C)(C)(C)OC(=O)N1[C@@H](CC(C1)=NOC)C(=O)O ((2S,4EZ)-1-(tert-butoxycarbonyl)-4-(methoxyimino)-2-pyrrolidinecarboxylic acid), O(C1=CC=CC=C1)C1=CC=C(C(=O)Cl)C=C1 (4-phenoxybenzoyl chloride), C(C)N1C2=CC=CC=C2C=2C=C(C=CC12)N (9-ethyl-9H-carbazol-3-amine). The product is C(C)N1C2=CC=CC=C2C=2C=C(C=CC12)NC(=O)[C@H]1N(CC(C1)=NOC)C(C1=CC=C(C=C1)OC1=CC=CC=C1)=O ((2S,4EZ)-N-(9-ethyl-9H-carbazol-3-yl)-4-(methoxyimino)-1-(4-phenoxybenzoyl)-2-pyrrolidinecarboxamide). As a reaction SMILES: C(O[C:6]([N:8]1[CH2:12][C:11](=[N:13][O:14][CH3:15])[CH2:10][C@H:9]1[C:16]([OH:18])=O)=[O:7])(C)(C)C.[O:19]([C:26]1[CH:34]=[CH:33][C:29](C(Cl)=O)=[CH:28][CH:27]=1)[C:20]1[CH:25]=[CH:24][CH:23]=[CH:22][CH:21]=1.[CH2:35]([N:37]1[C:49]2[CH:48]=[CH:47][C:46]([NH2:50])=[CH:45][C:44]=2[C:43]2[C:38]1=[CH:39][CH:40]=[CH:41][CH:42]=2)[CH3:36]>>[CH2:35]([N:37]1[C:49]2[CH:48]=[CH:47][C:46]([NH:50][C:16]([C@@H:9]3[CH2:10][C:11](=[N:13][O:14][CH3:15])[CH2:12][N:8]3[C:6](=[O:7])[C:29]3[CH:28]=[CH:27][C:26]([O:19][C:20]4[CH:21]=[CH:22][CH:23]=[CH:24][CH:25]=4)=[CH:34][CH:33]=3)=[O:18])=[CH:45][C:44]=2[C:43]2[C:38]1=[CH:39][CH:40]=[CH:41][CH:42]=2)[CH3:36]. Procedure details: Following the general method as outlined in Example 22, starting from (2S,4EZ)-1-(tert-butoxycarbonyl)-4-(methoxyimino)-2-pyrrolidinecarboxylic acid, 4-phenoxybenzoyl chloride, and 9-ethyl-9H-carbazol-3-amine the title compound was obtained in 43% purity by LC/MS. MS(ESI+): m/z=547.2. The reactants are BrC=1C=C2C(=C(N(C2=CC1)CC(=O)O)C)SC1=CC=C(C=C1)Cl (5-bromo-[(4-chlorophenyl)thio]-2-methyl-1H-indole-1-acetic acid), ( ii ), C([O-])([O-])=O.[Na+].[Na+] (sodium carbonate), C1(=CC=CC=C1)B(O)O (phenylboronic acid), C(C)O (ethanol). Reagents/catalysts: C=1C=CC(=CC1)[P](C=2C=CC=CC2)(C=3C=CC=CC3)[Pd]([P](C=4C=CC=CC4)(C=5C=CC=CC5)C=6C=CC=CC6)([P](C=7C=CC=CC7)(C=8C=CC=CC8)C=9C=CC=CC9)[P](C=1C=CC=CC1)(C=1C=CC=CC1)C=1C=CC=CC1 (tetrakis(triphenylphosphine)palladium(0)). The solvent is C1(=CC=CC=C1)C (toluene), O (water). The product is ClC1=CC=C(C=C1)SC1=C(N(C2=CC=C(C=C12)C1=CC=CC=C1)CC(=O)OCC)C (3-[(4-chlorophenyl)thio]-2-methyl-5-phenyl-1H-indole-1-acetic acid, ethyl ester). RXN SMILES: Br[C:2]1[CH:3]=[C:4]2[C:8](=[CH:9][CH:10]=1)[N:7]([CH2:11][C:12]([OH:14])=[O:13])[C:6]([CH3:15])=[C:5]2[S:16][C:17]1[CH:22]=[CH:21][C:20]([Cl:23])=[CH:19][CH:18]=1.C(=O)([O-])[O-].[Na+].[Na+].[C:30]1(B(O)O)[CH:35]=[CH:34][CH:33]=[CH:32][CH:31]=1.[CH2:39](O)[CH3:40]>C1(C)C=CC=CC=1.O.C1C=CC([P]([Pd]([P](C2C=CC=CC=2)(C2C=CC=CC=2)C2C=CC=CC=2)([P](C2C=CC=CC=2)(C2C=CC=CC=2)C2C=CC=CC=2)[P](C2C=CC=CC=2)(C2C=CC=CC=2)C2C=CC=CC=2)(C2C=CC=CC=2)C2C=CC=CC=2)=CC=1>[Cl:23][C:20]1[CH:21]=[CH:22][C:17]([S:16][C:5]2[C:4]3[C:8](=[CH:9][CH:10]=[C:2]([C:30]4[CH:35]=[CH:34][CH:33]=[CH:32][CH:31]=4)[CH:3]=3)[N:7]([CH2:11][C:12]([O:14][CH2:39][CH3:40])=[O:13])[C:6]=2[CH3:15])=[CH:18][CH:19]=1 |f:1.2.3,^1:53,55,74,93|. Procedure: To a solution of the product of example 25 part (ii) (0.5 g) in ethanol (0.8 ml) and toluene (3 ml) was added 2M sodium carbonate solution in water (1.4 ml), phenylboronic acid (0.131 g) and tetrakis(triphenylphosphine)palladium(0) (1.2 g). The reaction was heated to reflux for 2 hours, cooled and concentrated in vacuo. The residue was purified by flash column chromatography to give the subtitle compound (0.4 g). This was used in step (ii) without further characterisation. The reactants are N1C(C2(C3=CC=CC=C13)COC1=C2C=CC=2OCCOC21)=O (2,3-dihydrospiro[furo[2,3-f][1,4]-benzodioxine-7,3′-indol]-2′(1′H)-one), BrCC1=C(C(=O)OCC)C=CC=N1 (ethyl 2-(bromomethyl)nicotinate), N1C(C2(C3=CC=CC=C13)COC1=CC3=C(OCCO3)C=C12)=O (2,3-dihydrospiro[furo[2,3-g][1,4]benzodioxine-8,3′-indol]-2′(1′H)-one), Br.BrCC1=NC=CC=C1 (2-(bromomethyl)pyridine hydrobromide). The product is N1=C(C=CC=C1)CN1C(C2(C3=CC=CC=C13)COC1=C2C=CC=2OCCOC21)=O ((pyridin-2-ylmethyl)-2,3-dihydrospiro[furo[2,3-f][1,4]benzodioxine-7,3′-indol]-2′(1′H)-one). As a reaction SMILES: [NH:1]1[C:9]2[C:4](=[CH:5][CH:6]=[CH:7][CH:8]=2)[C:3]2([C:13]3[CH:14]=[CH:15][C:16]4[O:17][CH2:18][CH2:19][O:20][C:21]=4[C:12]=3[O:11][CH2:10]2)[C:2]1=[O:22].[NH:23]1[C:31]2[C:26](=CC=C[CH:30]=2)[C:25]2([C:43]3[C:34](=CC4OCCOC=4C=3)OC2)C1=O.Br.BrCC1C=CC=CN=1.BrCC1N=CC=CC=1C(OCC)=O>>[N:23]1[CH:34]=[CH:43][CH:25]=[CH:26][C:31]=1[CH2:30][N:1]1[C:9]2[C:4](=[CH:5][CH:6]=[CH:7][CH:8]=2)[C:3]2([C:13]3[CH:14]=[CH:15][C:16]4[O:17][CH2:18][CH2:19][O:20][C:21]=4[C:12]=3[O:11][CH2:10]2)[C:2]1=[O:22] |f:2.3|. Procedure: Following the procedure as described in EXAMPLE 5.30 and making non-critical variations using 2,3-dihydrospiro[furo[2,3-f][1,4]-benzodioxine-7,3′-indol]-2′(1′H)-one to replace 2,3-dihydrospiro[furo[2,3-g][1,4]benzodioxine-8,3′-indol]-2′(1′H)-one, and 2-(bromomethyl)pyridine hydrobromide to replace ethyl 2-(bromomethyl)nicotinate, (pyridin-2-ylmethyl)-2,3-dihydrospiro[furo[2,3-f][1,4]benzodioxine-7,3′-indol]-2′(1′H)-one was obtained (57%) as a colorless solid: mp 205-206° C.; 1H NMR (300 MHz, DMS... Starting materials: Cc1cc(C)n2nc(CO)nc2n1, ClCCCl, ClCCl. The product is Cc1cc(C)n2nc(C=O)nc2n1. RXN SMILES: [CH3:1][c:2]1[n:3][c:4]2[n:5]([c:6]([CH3:8])[cH:7]1)[n:9][c:10]([CH2:12][OH:13])[n:11]2.[Cl:14][CH2:15][CH2:16][Cl:17].[Cl:18][CH2:19][Cl:20]>>[CH3:1][c:2]1[n:3][c:4]2[n:5]([c:6]([CH3:8])[cH:7]1)[n:9][c:10]([CH:12]=[O:13])[n:11]2. Reactants: C(C(C)(C)C)(=O)OCC(=S)N (2-Amino-2-thioxoethyl pivalate), BrCC(C(=O)O)=O (3-bromo-2-oxopropanoic acid), CCO (EtOH). The product is C(C(C)(C)C)(=O)OCC=1SC=C(N1)C(=O)OCC (Ethyl 2-(pivaloyloxymethyl)thiazole-4-carboxylate). RXN SMILES: [C:1]([O:7][CH2:8][C:9]([NH2:11])=[S:10])(=[O:6])[C:2]([CH3:5])([CH3:4])[CH3:3].Br[CH2:13][C:14](=O)[C:15]([OH:17])=[O:16].[CH3:19][CH2:20]O>>[C:1]([O:7][CH2:8][C:9]1[S:10][CH:13]=[C:14]([C:15]([O:17][CH2:19][CH3:20])=[O:16])[N:11]=1)(=[O:6])[C:2]([CH3:5])([CH3:4])[CH3:3]. Reported procedure: 2-Amino-2-thioxoethyl pivalate (3.0 g, 17.12 mmol) and 3-bromo-2-oxopropanoic acid (3.14 g, 18.83 mmol) were dissolved in EtOH (20 mL), 4 Å molecular sieves added and the reaction mixture heated at reflux for 20 h then cooled to RT, filtered, washed with EtOH and evaporated in vacuo. The residual semi solid was treated with 50% EtOAc/DCM and the resulting light brown solid filtered off. The filtrate was evaporated in vacuo and the residue purified by chromatography on silica with 20% EtOAc/isohe... Starting materials: ClC1=C(C(=CC(=C1)Cl)OC)C=1OCC(N1)(C)C (2-(2,4-dichloro-6-methoxyphenyl)-4,4-dimethyl-2-oxazoline), FC1=CC=C(C=C1)[Mg]Br (4-Fluorophenylmagnesium bromide), FC1=CC=C(C=C1)Br (4-fluorobromobenzene), [Mg] (magnesium). The solvent is C1CCOC1 (THF), C1CCOC1 (THF). Reaction conditions: time 20 hour. The product is ClC=1C(=C(C=C(C1)Cl)C1=CC=C(C=C1)F)C=1OCC(N1)(C)C (2-(3,5-Dichloro-4'-fluoro-2-[1,1'-biphenyl]yl)-4,4-dimethyl-2-oxazoline). Yield: 85.0%. As a reaction SMILES: [F:1][C:2]1[CH:7]=[CH:6][C:5]([Mg]Br)=[CH:4][CH:3]=1.FC1C=CC(Br)=CC=1.[Mg].[Cl:19][C:20]1[CH:25]=[C:24]([Cl:26])[CH:23]=[C:22](OC)[C:21]=1[C:29]1[O:30][CH2:31][C:32]([CH3:35])([CH3:34])[N:33]=1>C1COCC1>[Cl:19][C:20]1[C:21]([C:29]2[O:30][CH2:31][C:32]([CH3:35])([CH3:34])[N:33]=2)=[C:22]([C:5]2[CH:6]=[CH:7][C:2]([F:1])=[CH:3][CH:4]=2)[CH:23]=[C:24]([Cl:26])[CH:25]=1. Procedure: 4-Fluorophenylmagnesium bromide, prepared from 4-fluorobromobenzene (120 mmol) and magnesium (120 mmol), in dry THF (75 ml) was added dropwise to a stirred solution of 2-(2,4-dichloro-6-methoxyphenyl)-4,4-dimethyl-2-oxazoline (100 mmol) in dry THF (150 ml) under N2 at 20° C. Stirring of the solution was continued for 20 hours and then the reaction mixture was quenched by the addition of saturated ammonium chloride solution. The resulting mixture was extracted with ether (2×500 ml), dried over Mg...